Dataset: the Open Reaction Database (ORD), a public repository of structured organic reaction records. Task: describe an organic reaction: reactants, conditions, products, and yield The reactants are CC1(C)OCC(CN2CCc3c(Br)cccc3C2)O1, ClCCl, [K+], O=[Mn](=O)(=O)[O-], C1COCCOCCOCCOCCOCCO1. Product: CC1(C)OCC(CN2CCc3c(Br)cccc3C2=O)O1. As a reaction SMILES: [Br:1][c:2]1[c:3]2[c:8]([cH:9][cH:10][cH:11]1)[CH2:7][N:6]([CH2:12][CH:13]1[O:14][C:15]([CH3:18])([CH3:19])[O:16][CH2:17]1)[CH2:5][CH2:4]2.[Cl:44][CH2:45][Cl:46].[K+:25].[Mn:20](=[O:21])([O-:22])(=[O:23])=[O:24].[O:26]1[CH2:27][CH2:28][O:29][CH2:30][CH2:31][O:32][CH2:33][CH2:34][O:35][CH2:36][CH2:37][O:38][CH2:39][CH2:40][O:41][CH2:42][CH2:43]1>>[Br:1][c:2]1[c:3]2[c:8]([cH:9][cH:10][cH:11]1)[C:7](=[O:21])[N:6]([CH2:12][CH:13]1[O:14][C:15]([CH3:18])([CH3:19])[O:16][CH2:17]1)[CH2:5][CH2:4]2. Reactants: CCOC(=O)CBr, ClCCl, CO, O=c1[nH]c2cc(OC(F)(F)F)ccc2o1, [H-], [Na+], C1CCOC1. Product: CCOC(=O)Cn1c(=O)oc2ccc(OC(F)(F)F)cc21. Reaction SMILES: [Br:18][CH2:19][C:20](=[O:21])[O:22][CH2:23][CH3:24].[CH2:25]([Cl:26])[Cl:27].[CH3:33][OH:34].[F:1][C:2]([O:3][c:4]1[cH:5][cH:6][c:7]2[c:8]([nH:9][c:10](=[O:12])[o:11]2)[cH:13]1)([F:14])[F:15].[H-:16].[Na+:17].[O:28]1[CH2:29][CH2:30][CH2:31][CH2:32]1>>[F:1][C:2]([O:3][c:4]1[cH:5][cH:6][c:7]2[c:8]([n:9]([CH2:19][C:20](=[O:21])[O:22][CH2:23][CH3:24])[c:10](=[O:12])[o:11]2)[cH:13]1)([F:14])[F:15]. Starting materials: C(C)(C)(C)C=1C=C(N)C=CC1 (3-(tert-butyl)aniline), N1(CCOCC1)C=1N=C(NC(C1)=O)CC(=O)[O-].[Na+] (sodium [4-(morpholin-4-yl)-6-oxo-1,6-dihydropyrimidin-2-yl]acetate), O.[Cl-].COC1=NC(=NC(=N1)OC)[N+]1(CCOCC1)C (4-(4,6-dimethoxy-1,3,5-triazin-2-yl)-4-methylmorpholin-4-ium chloride hydrate). Solvent: CO (methanol). Conditions: time 5 minute. Yields the product CC(C)(C)C=1C=C(C=CC1)NC(CC=1NC(C=C(N1)N1CCOCC1)=O)=O (N-[3-(2-methylpropan-2-yl)phenyl]-2-[4-(morpholin-4-yl)-6-oxo-1,6-dihydropyrimidin-2-yl]acetamide). The yield is 63.5%. RXN SMILES: [C:1]([C:5]1[CH:6]=[C:7]([CH:9]=[CH:10][CH:11]=1)[NH2:8])([CH3:4])([CH3:3])[CH3:2].[N:12]1([C:18]2[N:19]=[C:20]([CH2:25][C:26]([O-])=[O:27])[NH:21][C:22](=[O:24])[CH:23]=2)[CH2:17][CH2:16][O:15][CH2:14][CH2:13]1.[Na+].O.[Cl-].COC1N=C(OC)N=C([N+]2(C)CCOCC2)N=1>CO>[CH3:3][C:1]([C:5]1[CH:6]=[C:7]([NH:8][C:26](=[O:27])[CH2:25][C:20]2[NH:21][C:22](=[O:24])[CH:23]=[C:18]([N:12]3[CH2:17][CH2:16][O:15][CH2:14][CH2:13]3)[N:19]=2)[CH:9]=[CH:10][CH:11]=1)([CH3:4])[CH3:2] |f:1.2,3.4.5|. Procedure: 224 mg of 3-(tert-butyl)aniline are added to a solution of 261 mg of sodium [4-(morpholin-4-yl)-6-oxo-1,6-dihydropyrimidin-2-yl]acetate prepared in stage 2 of Example 1 in 10 ml of methanol. The reaction mixture is stirred at ambient temperature for 5 minutes and then 442 mg of 4-(4,6-dimethoxy-1,3,5-triazin-2-yl)-4-methylmorpholin-4-ium chloride hydrate are added. The resulting mixture is thus stirred for 30 minutes at ambient temperature. The reaction mixture is concentrated under reduced pres... Starting materials: C(C1CO1)OC1=CC=C(C=O)C=C1 (4-glycidoxy benzaldehyde), C([O-])([O-])=O.[Na+].[Na+] (sodium carbonate), C(C)OC(OCC)OCC (triethylorthoformate), [N+](=O)([O-])[O-].[NH4+] (ammonium nitrate). The solvent is C(C)O (ethanol). Run at time 6 hour. The product is COC(C1=CC=C(C=C1)OCC1CO1)OC (4-Glycidoxybenzaldehyde Dimethyl Acetal). The yield is 100.0%. Reaction SMILES: [CH2:1]([O:5][C:6]1[CH:13]=[CH:12][C:9](C=O)=[CH:8][CH:7]=1)[CH:2]1[O:4][CH2:3]1.C(O[CH:17]([O:21][CH2:22]C)[O:18][CH2:19]C)C.[N+]([O-])([O-])=O.[NH4+].C(=O)([O-])[O-].[Na+].[Na+]>C(O)C>[CH3:22][O:21][CH:17]([O:18][CH3:19])[C:9]1[CH:12]=[CH:13][C:6]([O:5][CH2:1][CH:2]2[O:4][CH2:3]2)=[CH:7][CH:8]=1 |f:2.3,4.5.6|. Procedure details: A total of 8.5 g. (0.0477 mole) of the above aldehyde and 8.5 g. (0.0574 mole) of triethylorthoformate was then added to a 50 ml. round bottom flask equipped with magnetic stir bar and reflux condenser. A solution of 0.25 g. (0.003 mole) ammonium nitrate was dissolved in 5 ml. of warm ethanol and added rapidly to the reaction mixture. The mixture was stirred for 6 hrs. at room temperature, neutralized with excess sodium carbonate, filtered, and the solvent removed under vacuum. The resulting oil... The reactants are CS(=O)C1=C(C(=C(C=C1)NC([C@@](C(F)(F)F)(C)O)=O)Cl)F ((R)-N-[4-methylsulphinyl-3-fluoro-2-chlorophenyl]-2-hydroxy-2-methyl-3,3,3-trifluoropropanamide), FC(C(=O)OC(C(F)(F)F)=O)(F)F (trifluoroacetic anhydride). Yields the product C(C)SC1=C(C(=C(C=C1)NC([C@@](C(F)(F)F)(C)O)=O)Cl)F ((R)-N-[4-Ethylsulphanyl-3-fluoro-2-chlorophenyl]-2-hydroxy-2-methyl-3,3,3-trifluoropropanamide). Reaction SMILES: [CH3:1][S:2]([C:4]1[CH:9]=[CH:8][C:7]([NH:10][C:11](=[O:19])[C@:12]([OH:18])([CH3:17])[C:13]([F:16])([F:15])[F:14])=[C:6]([Cl:20])[C:5]=1[F:21])=O.F[C:23](F)(F)C(OC(=O)C(F)(F)F)=O>>[CH2:1]([S:2][C:4]1[CH:9]=[CH:8][C:7]([NH:10][C:11](=[O:19])[C@:12]([OH:18])([CH3:17])[C:13]([F:16])([F:15])[F:14])=[C:6]([Cl:20])[C:5]=1[F:21])[CH3:23]. Reported procedure: A suspension of (R)-N-[4-methylsulphinyl-3-fluoro-2-chlorophenyl]-2-hydroxy-2-methyl-3,3,3-trifluoropropanamide (Example 2) (5.41 g) in trifluoroacetic anhydride (65 ml) was heated under reflux for 30 minutes. The reaction mixture was evaporated and the residue was redissolved in MeOH (32 ml) and triethylamine (32 ml) and ethyl iodide (2.2 ml) was added. The reaction mixture was heated under reflux for 3 hours, allowed to cool to room temperature and volatile material was removed by evaporation.... Reactants: C(C1=CC=CC=C1)OC(=O)COC=1C=C(C(=O)OC)C=C(C1)O (methyl 3-benzyloxycarbonylmethoxy-5-hydroxybenzoate). Reagents/catalysts: [Pd] (palladium on carbon). The solvent is CO (methanol). The product is C(=O)(O)COC=1C=C(C(=O)OC)C=C(C1)O (methyl 3-carboxymethoxy-5-hydroxybenzoate). Yield: 103.5%. RXN SMILES: C([O:8][C:9]([CH2:11][O:12][C:13]1[CH:14]=[C:15]([CH:20]=[C:21]([OH:23])[CH:22]=1)[C:16]([O:18][CH3:19])=[O:17])=[O:10])C1C=CC=CC=1>[Pd].CO>[C:9]([CH2:11][O:12][C:13]1[CH:14]=[C:15]([CH:20]=[C:21]([OH:23])[CH:22]=1)[C:16]([O:18][CH3:19])=[O:17])([OH:10])=[O:8]. Procedure: 10% palladium on carbon (0.1 g) was added to a mixture of methyl 3-benzyloxycarbonylmethoxy-5-hydroxybenzoate (1 g) in methanol (20 ml) and the mixture was subjected to catalytic reduction at ambient temperature under atmospheric pressure. The catalyst was removed by filtration and the filtrate was evaporated in vacuo to give methyl 3-carboxymethoxy-5-hydroxybenzoate (0.74 g).